Dataset: the Open Reaction Database (ORD), a public repository of structured organic reaction records. Task: describe an organic reaction: reactants, conditions, products, and yield The reactants are C(C)(C)(C)OC(NCCC(N1C(C2=CC=CC=C2C1=O)=O)C1=CC(=CC=C1)Cl)=O ([3-(3-chloro-phenyl)-3-(1,3-dioxo-1,3-dihydro-isoindol-2-yl)-propyl]-carbamic acid tert-butyl ester), O.NN (hydrazine hydrate). Run in C1CCOC1 (THF), CO (methanol). Run at temperature 55 celsius. Yields the product C(C)(C)(C)OC(NCCC(C1=CC(=CC=C1)Cl)N)=O ([3-amino-3-(3-chloro-phenyl)-propyl]-carbamic acid tert-butyl ester). As a reaction SMILES: [C:1]([O:5][C:6](=[O:29])[NH:7][CH2:8][CH2:9][CH:10]([C:22]1[CH:27]=[CH:26][CH:25]=[C:24]([Cl:28])[CH:23]=1)[N:11]1C(=O)C2C(=CC=CC=2)C1=O)([CH3:4])([CH3:3])[CH3:2].O.NN>C1COCC1.CO>[C:1]([O:5][C:6](=[O:29])[NH:7][CH2:8][CH2:9][CH:10]([NH2:11])[C:22]1[CH:27]=[CH:26][CH:25]=[C:24]([Cl:28])[CH:23]=1)([CH3:4])([CH3:2])[CH3:3] |f:1.2|. Reported procedure: To a stirred solution of [3-(3-chloro-phenyl)-3-(1,3-dioxo-1,3-dihydro-isoindol-2-yl)-propyl]-carbamic acid tert-butyl ester (0.15 g, 0.36 mmol) in THF (2 mL) and methanol (2 mL) was added hydrazine hydrate (0.18 g, 3.6 mmol). The mixture was heated to 55° C. for 2 hours. Then the reaction mixture was concentrated and extracted with ethyl acetate (10 mL). The organic mixture was washed with water (3×1 mL), brine (1 mL), dried over anhydrous sodium sulfate and concentrated to dryness. The residue... The reactants are CO, CCOCCO, Clc1nc2ccccc2c2[nH]c3ccccc3c12, NCCO. Product: Cl, OCCNc1nc2ccccc2c2[nH]c3ccccc3c12. Reaction SMILES: [CH3:23][OH:24].[CH3:25][CH2:26][O:27][CH2:28][CH2:29][OH:30].[Cl:1][c:2]1[n:3][c:4]2[cH:5][cH:6][cH:7][cH:8][c:9]2[c:10]2[c:11]1[c:12]1[cH:13][cH:14][cH:15][cH:16][c:17]1[nH:18]2.[NH2:19][CH2:20][CH2:21][OH:22]>>[ClH:1].[c:2]1([NH:19][CH2:20][CH2:21][OH:22])[n:3][c:4]2[cH:5][cH:6][cH:7][cH:8][c:9]2[c:10]2[c:11]1[c:12]1[cH:13][cH:14][cH:15][cH:16][c:17]1[nH:18]2.